Dataset: the Open Reaction Database (ORD), a public repository of structured organic reaction records. Task: describe an organic reaction: reactants, conditions, products, and yield Reactants: C(C)(C)(C)OC(=O)NC(=NC1=C(C=CC(=C1)C1=NC=CC(=C1)OC)C)NC(=O)OC(C)(C)C (N,N′-bis(tert-butoxycarbonyl)-N″-(5-(4-methoxypyridin-2-yl)-2-methylphenyl)guanidine), Cl (hydrogen chloride). The solvent is ClCCl (dichloromethane), O1CCOCC1 (1,4-dioxane). Reaction conditions: time 18 hour. Product: Cl.Cl.COC1=CC(=NC=C1)C=1C=CC(=C(C1)NC(=N)N)C ((5-(4-methoxypyridin-2-yl)-2-methylphenyl)-guanidine dihydrochloride). As a reaction SMILES: C(OC([NH:8][C:9]([NH:26]C(OC(C)(C)C)=O)=[N:10][C:11]1[CH:16]=[C:15]([C:17]2[CH:22]=[C:21]([O:23][CH3:24])[CH:20]=[CH:19][N:18]=2)[CH:14]=[CH:13][C:12]=1[CH3:25])=O)(C)(C)C.[ClH:34]>ClCCl.O1CCOCC1>[ClH:34].[ClH:34].[CH3:24][O:23][C:21]1[CH:20]=[CH:19][N:18]=[C:17]([C:15]2[CH:14]=[CH:13][C:12]([CH3:25])=[C:11]([NH:10][C:9]([NH2:26])=[NH:8])[CH:16]=2)[CH:22]=1 |f:4.5.6|. Reported procedure: To a solution of N,N′-bis(tert-butoxycarbonyl)-N″-(5-(4-methoxypyridin-2-yl)-2-methylphenyl)guanidine (200 mg) in dichloromethane (2 ml) was added a solution of hydrogen chloride in 1,4-dioxane (4N, 4 ml), and the mixture was stirred at room temperature for 18 hours. The solvent was evaporated under reduced pressure. To the residue was added 5% ethanol in ethyl acetate (100 ml), and the precipitate was collected by filtration and dried under reduced pressure to give (5-(4-methoxypyridin-2-yl)-2-... Yields the product C12(CC3CC(CC(C1)C3)C2)C2=C(C=C(C=C2)/C=C/C2=CC=C(C(=O)O)C=C2)O ((E)-4-[[2-[4-(1-adamantyl)-3-hydroxyphenyl]ethenyl]]benzoic acid). The reactants are C12(CC3CC(CC(C1)C3)C2)C2=C(C=C(C=C2)/C=C/C2=CC=C(C(=O)OCC)C=C2)O (ethyl (E)-4-[[2-[4-(1-adamantyl)-3-hydroxyphenyl]ethenyl]]benzoate), [OH-].[Li+] (lithium hydroxide), C1CCOC1 (THF), Cl (hydrochloric acid). As a reaction SMILES: [C:1]12([C:11]3[CH:16]=[CH:15][C:14](/[CH:17]=[CH:18]/[C:19]4[CH:29]=[CH:28][C:22]([C:23]([O:25]CC)=[O:24])=[CH:21][CH:20]=4)=[CH:13][C:12]=3[OH:30])[CH2:10][CH:5]3[CH2:6][CH:7]([CH2:9][CH:3]([CH2:4]3)[CH2:2]1)[CH2:8]2.[OH-].[Li+].C1COCC1.Cl>O>[C:1]12([C:11]3[CH:16]=[CH:15][C:14](/[CH:17]=[CH:18]/[C:19]4[CH:20]=[CH:21][C:22]([C:23]([OH:25])=[O:24])=[CH:28][CH:29]=4)=[CH:13][C:12]=3[OH:30])[CH2:10][CH:5]3[CH2:4][CH:3]([CH2:9][CH:7]([CH2:6]3)[CH2:8]1)[CH2:2]2 |f:1.2|. The solvent is O (water). Procedure details: 258 mg (0.5 mmol) of ethyl (E)-4-[[2-[4-(1-adamantyl)-3-hydroxyphenyl]ethenyl]]benzoate, 105 mg (2.5 mmol) of lithium hydroxide and 10 ml of THF were introduced into a round-bottomed flask. The reaction medium was stirred at room temperature for 12 hours, poured into water, neutralized with hydrochloric acid and extracted with ethyl ether. The organic phase was separated out after settling had taken place, dried over magnesium sulfate and evaporated. The residue obtained was triturated from a mi... Conditions: time 12 hour. Reactants: [N+](=O)([O-])CC(O)C=1C=NC(=CC1)C(F)(F)F (2-nitro-1-(6-(trifluoromethyl)pyridin-3-yl)ethanol), C1CCOC1 (THF), C(=O)[O-].[NH4+] (Ammonium formate). The reagents and catalysts are [Pd] (Pd/C). Run in CO (methanol). Reaction conditions: time 8 hour. The product is NCC(O)C=1C=NC(=CC1)C(F)(F)F (2-amino-1-(6-(trifluoromethyl)pyridin-3-yl)ethanol). Yield: 49.9%. RXN SMILES: [N+:1]([CH2:4][CH:5]([C:7]1[CH:8]=[N:9][C:10]([C:13]([F:16])([F:15])[F:14])=[CH:11][CH:12]=1)[OH:6])([O-])=O.C1COCC1.C([O-])=O.[NH4+]>[Pd].CO>[NH2:1][CH2:4][CH:5]([C:7]1[CH:8]=[N:9][C:10]([C:13]([F:16])([F:14])[F:15])=[CH:11][CH:12]=1)[OH:6] |f:2.3|. Procedure details: In a 250 mL round-bottomed flask, 2-nitro-1-(6-(trifluoromethyl)pyridin-3-yl)ethanol (2.4 g, 10.2 mmol) was combined with THF (40 ml) and methanol (40.0 ml) to give a colorless solution and placed under N2 atmosphere. 360 mg of 10% Pd/C was added. Ammonium formate (3.2 g, 50.8 mmol) was added. The reaction mixture was stirred at room temperature overnight. Complete by LCMS. The reaction mixture was purged with N2 and then filtered through Celite. The Celite filtercake was washed several times wi...